Dataset: the Open Reaction Database (ORD), a public repository of structured organic reaction records. Task: describe an organic reaction: reactants, conditions, products, and yield Reactants: COc1ccc(CN2CCN(C(c3ccccc3)c3ccc(Cl)cc3)CC2)cc1, CC(Cl)OC(=O)Cl, Cl, C1CCOC1. The product is Clc1ccc(C(c2ccccc2)N2CCNCC2)cc1. Reaction SMILES: [Cl:1][c:2]1[cH:3][cH:4][c:5]([CH:8]([N:9]2[CH2:10][CH2:11][N:12]([CH2:15][c:16]3[cH:17][cH:18][c:19]([O:20][CH3:21])[cH:22][cH:23]3)[CH2:13][CH2:14]2)[c:24]2[cH:25][cH:26][cH:27][cH:28][cH:29]2)[cH:6][cH:7]1.[Cl:30][C:31]([O:32][CH:33]([Cl:34])[CH3:35])=[O:36].[ClH:37].[O:38]1[CH2:39][CH2:40][CH2:41][CH2:42]1>>[Cl:1][c:2]1[cH:3][cH:4][c:5]([CH:8]([N:9]2[CH2:10][CH2:11][NH:12][CH2:13][CH2:14]2)[c:24]2[cH:25][cH:26][cH:27][cH:28][cH:29]2)[cH:6][cH:7]1. Reactants: C1(=CC=CC=C1)[C@@H]1NC(N[C@@H]1C1=CC=CC=C1)=S (cis-4,5-Diphenylimidazolidine-2-thione), ClCC1=CC=CC2=CC=CC=C12 (1-chloromethylnaphthalene). Solvent: CCO (EtOH). The product is Cl.C1(=CC=CC2=CC=CC=C12)CSC=1N[C@@H]([C@@H](N1)C1=CC=CC=C1)C1=CC=CC=C1 (2-[(Naphthalen-1-yl)methylthio]-cis-4,5-diphenyl-4,5-dihydro-1H-imidazole hydrochloride). Isolated yield 19.8%. RXN SMILES: [C:1]1([C@H:7]2[C@@H:11]([C:12]3[CH:17]=[CH:16][CH:15]=[CH:14][CH:13]=3)[NH:10][C:9](=[S:18])[NH:8]2)[CH:6]=[CH:5][CH:4]=[CH:3][CH:2]=1.[Cl:19][CH2:20][C:21]1[C:30]2[C:25](=[CH:26][CH:27]=[CH:28][CH:29]=2)[CH:24]=[CH:23][CH:22]=1>CCO>[ClH:19].[C:21]1([CH2:20][S:18][C:9]2[NH:8][C@H:7]([C:1]3[CH:2]=[CH:3][CH:4]=[CH:5][CH:6]=3)[C@H:11]([C:12]3[CH:13]=[CH:14][CH:15]=[CH:16][CH:17]=3)[N:10]=2)[C:30]2[C:25](=[CH:26][CH:27]=[CH:28][CH:29]=2)[CH:24]=[CH:23][CH:22]=1 |f:3.4|. Procedure details: A mixture of intermediate 25 (200 mg, 0.786 mmol) and 1-chloromethylnaphthalene (0.277 mg, 1.57 mmol) in abs. EtOH (2 mL) is heated at 95° C. for 24 h. The reaction mixture is cooled to RT, evaporated to dryness, and the residue suspended in Et2O. The insoluble material is filtered to give 67 mg of the product 213. 1H NMR (DMSO-d6) δ 11.20 (s, 2 H), 8.40-8.25 (m, 1 H), 8.10-7.90 (m, 2 H), 7.90-7.80 (m, 1 H), 7.80-7.50 (3, H), 7.20-6.70 (m, 10 H), 5.79 (s, 2 H), 4.85 (s, 2 H); MS: m/z 395 (M++1). Reactants: COc1cccc(C(O)c2ccc(=O)n(Cc3ccc(Cl)cc3)c2)c1, ClCCl. Yields the product COc1cccc(C(=O)c2ccc(=O)n(Cc3ccc(Cl)cc3)c2)c1. RXN SMILES: [Cl:1][c:2]1[cH:3][cH:4][c:5]([CH2:6][n:7]2[c:8](=[O:23])[cH:9][cH:10][c:11]([CH:13]([c:14]3[cH:15][c:16]([O:20][CH3:21])[cH:17][cH:18][cH:19]3)[OH:22])[cH:12]2)[cH:24][cH:25]1.[Cl:26][CH2:27][Cl:28]>>[Cl:1][c:2]1[cH:3][cH:4][c:5]([CH2:6][n:7]2[c:8](=[O:23])[cH:9][cH:10][c:11]([C:13]([c:14]3[cH:15][c:16]([O:20][CH3:21])[cH:17][cH:18][cH:19]3)=[O:22])[cH:12]2)[cH:24][cH:25]1. Procedure: Following the process to be described below, Compound 2 and Compound 3 were prepared. Namely, 10.16 g of m-phenoxytoluene, 9.82 g of N-bromosuccinimide and 0.15 g of benzoyl peroxide were weighed and added to 90 ml of carbon tetrachloride as a solvent. The resulting mixture was heated under reflux for 3 hours to conduct a reaction. The reaction mixture was allowed to cool down, the insoluble matter was filtered off, and the filtrate was then concentrated. The concentrate was purified by chromato... Yields the product O(C1=CC=CC=C1)C=1C=C(CBr)C=CC1 (3-phenoxybenzyl bromide). Solvent: C(Cl)(Cl)(Cl)Cl (carbon tetrachloride). Reagents/catalysts: C(C1=CC=CC=C1)(=O)OOC(C1=CC=CC=C1)=O (benzoyl peroxide). RXN SMILES: CC(C)(C)C#C/C=C/CN([CH2:10][C:11]1[CH:16]=[CH:15][CH:14]=[C:13]([O:17][C:18]2[CH:23]=[CH:22][CH:21]=[CH:20][CH:19]=2)[CH:12]=1)C.CC(C)(C)C#C/C=C\CN(CC1C=CC=C(OC2C=CC=CC=2)C=1)C.O(C1C=C(C)C=CC=1)C1C=CC=CC=1.[Br:65]N1C(=O)CCC1=O>C(Cl)(Cl)(Cl)Cl.C(OOC(=O)C1C=CC=CC=1)(=O)C1C=CC=CC=1>[O:17]([C:13]1[CH:12]=[C:11]([CH:16]=[CH:15][CH:14]=1)[CH2:10][Br:65])[C:18]1[CH:23]=[CH:22][CH:21]=[CH:20][CH:19]=1. Starting materials: CC(C#C/C=C/CN(C)CC1=CC(=CC=C1)OC1=CC=CC=C1)(C)C (trans-N-(6,6-dimethyl-2-hepten-4-yn-1-yl)-N-methyl-3-phenoxybenzylamine), BrN1C(CCC1=O)=O (N-bromosuccinimide), CC(C#C\C=C/CN(C)CC1=CC(=CC=C1)OC1=CC=CC=C1)(C)C (cis-N-(6,6-dimethyl-2-hepten-4-yn-1-yl)-N-methyl-3-phenoxybenzylamine), O(C1=CC=CC=C1)C=1C=C(C=CC1)C (m-phenoxytoluene).